Dataset: the Open Reaction Database (ORD), a public repository of structured organic reaction records. Task: describe an organic reaction: reactants, conditions, products, and yield Reactants: ( E ), NC1=C(C=C(C(=C1)OC)OC)C=C(C(=O)O)C (3-(2-amino-4,5-dimethoxyphenyl)-2-methyl-2-propenoic acid), C1=CC(=CC=C1[N+](=O)[O-])O (p-nitrophenol), CN(C)C1=NC=CC=C1 (dimethylaminopyridine), Cl.C(C)N=C=NCCCN(C)C (1-ethyl-3-(3-dimethylaminopropyl)-carbodiimide hydrochloride). Run in ClCCl (dichloromethane), CCCCCC.C(C)(=O)OCC (n-hexane ethyl acetate). The product is [N+](=O)([O-])C1=CC=C(C=C1)OC(C(=CC1=C(C=C(C(=C1)OC)OC)N)C)=O (3-(2-amino-4,5-dimethoxyphenyl)-2-methyl-2-propenoic acid p-nitrophenyl ester), crystal. Yield: 12.0%. RXN SMILES: [NH2:1][C:2]1[CH:7]=[C:6]([O:8][CH3:9])[C:5]([O:10][CH3:11])=[CH:4][C:3]=1[CH:12]=[C:13]([CH3:17])[C:14]([OH:16])=[O:15].[CH:18]1[C:23]([N+:24]([O-:26])=[O:25])=[CH:22][CH:21]=[C:20](O)[CH:19]=1.CN(C1C=CC=CN=1)C.Cl.C(N=C=NCCCN(C)C)C>CCCCCC.C(OCC)(=O)C.ClCCl>[N+:24]([C:23]1[CH:18]=[CH:19][C:20]([O:15][C:14](=[O:16])[C:13]([CH3:17])=[CH:12][C:3]2[CH:4]=[C:5]([O:10][CH3:11])[C:6]([O:8][CH3:9])=[CH:7][C:2]=2[NH2:1])=[CH:21][CH:22]=1)([O-:26])=[O:25] |f:3.4,5.6|. Procedure details: Into 20 ml of dichloromethane, 0.82 g (3.5 mmol) of (E) 3-(2-amino-4,5-dimethoxyphenyl)-2-methyl-2-propenoic acid and 0.97 g (7 mmol) of p-nitrophenol (manufactured by Wako Pure Chemical Industries, Ltd.) were dissolved, and 40 mg of dimethylaminopyridine (manufactured by Wako Pure Chemical Industries, Ltd.) were added thereto. While this mixture was stirred under cooling with ice, 0.81 g (4.2 mmol) of 1-ethyl-3-(3-dimethylaminopropyl)-carbodiimide hydrochloride (EDC/HCl) (manufactured by Wako P...